From a dataset of the Open Reaction Database (ORD), a public repository of structured organic reaction records. describe an organic reaction: reactants, conditions, products, and yield The reactants are C(C)C1=CC=C(CSC=2C=C(C(N(C2)COC)=O)OCOC)C=C1 (5-[(4-ethylbenzyl)sulfanyl]-3-(methoxymethoxy)-1-(methoxymethyl)pyridin-2(1H)-one), C(C)C1=CC=C(CSC=2C=C(C(N(C2)COC)=O)OCOC)C=C1 (5-[(4-ethylbenzyl)sulfanyl]-3-(methoxymethoxy)-1-(methoxymethyl)pyridin-2(1H)-one), CC1=NOC(=C1CCl)C (3,5-dimethyl-4-chloromethyl-1,2-oxazole). Product: CC1=NOC(=C1CSC=1C=C(C(N(C1)COC)=O)OCOC)C (5-{[(3,5-Dimethyl-1,2-oxazol-4-yl)methyl]sulfanyl}-3-(methoxymethoxy)-1-(methoxymethyl)pyridin-2(1H)-one). Reaction SMILES: C(C1[CH:24]=[CH:23][C:6]([CH2:7][S:8][C:9]2[CH:10]=[C:11]([O:19][CH2:20][O:21][CH3:22])[C:12](=[O:18])[N:13]([CH2:15][O:16][CH3:17])[CH:14]=2)=[CH:5][CH:4]=1)C.CC1C(CCl)=C(C)[O:28][N:27]=1>>[CH3:4][C:5]1[C:6]([CH2:7][S:8][C:9]2[CH:10]=[C:11]([O:19][CH2:20][O:21][CH3:22])[C:12](=[O:18])[N:13]([CH2:15][O:16][CH3:17])[CH:14]=2)=[C:23]([CH3:24])[O:28][N:27]=1. Procedure: Prepared as described for 5-[(4-ethylbenzyl)sulfanyl]-3-(methoxymethoxy)-1-(methoxymethyl)pyridin-2(1H)-one (Intermediate 17) but using 3,5-dimethyl-4-chloromethyl-1,2-oxazole instead of 1-(chloromethyl)-4-ethylbenzene. The reactants are Cl (hydrogen chloride), N1C=C(C2=CC=CC=C12)C[C@@H](CCC)NCCC ((R)-1-(3-indolyl)-2-propylaminopentane). Solvent: C(C)OCC (diethyl ether), C(C)OCC (diethyl ether). Product: Cl.N1C=C(C2=CC=CC=C12)C[C@@H](CCC)NCCC ((R)-1-(3-indolyl)-2-propylaminopentane hydrochloride). Isolated yield 53.0%. RXN SMILES: [ClH:1].[NH:2]1[C:10]2[C:5](=[CH:6][CH:7]=[CH:8][CH:9]=2)[C:4]([CH2:11][C@H:12]([NH:16][CH2:17][CH2:18][CH3:19])[CH2:13][CH2:14][CH3:15])=[CH:3]1>C(OCC)C>[ClH:1].[NH:2]1[C:10]2[C:5](=[CH:6][CH:7]=[CH:8][CH:9]=2)[C:4]([CH2:11][C@H:12]([NH:16][CH2:17][CH2:18][CH3:19])[CH2:13][CH2:14][CH3:15])=[CH:3]1 |f:3.4|. Procedure details: Saturated hydrogen chloride in diethyl ether (20 mL) was added to a solution of (R)-1-(3-indolyl)-2-propylaminopentane (7.13 g) in diethyl ether under ice-cooling and stirring and then stirred at the same temperature for 10 minutes. The precipitated crystals were collected by filtration and washed three times with diethyl ether (10 mL). The resulting powder (7.70 g) was suspended in acetone (20 mL), and the suspension was stirred and refluxed for 10 minutes. The resulting yellow suspension was f...